This data is from the Open Reaction Database (ORD), a public repository of structured organic reaction records. The task is: describe an organic reaction: reactants, conditions, products, and yield Reactants: ClC1=C(C=NC2=CC(=CC=C12)C(F)(F)F)C(=O)OCC (ethyl 4-chloro-7-(trifluoromethyl)-3-quinoline-carboxylate), NC1=CC=C(C(=O)O)C=C1 (4-aminobenzoic acid). Run in O1CCCC1 (tetrahydrofuran). Product: Cl.C(C)OC(=O)C=1C=NC2=CC(=CC=C2C1NC1=CC=C(C(=O)O)C=C1)C(F)(F)F (4-[[3-ethoxycarbonyl-7-(trifluoromethyl)-4-quinolyl]amino]benzoic acid hydrochloride). Isolated yield 61.1%. As a reaction SMILES: [Cl:1][C:2]1[C:11]2[C:6](=[CH:7][C:8]([C:12]([F:15])([F:14])[F:13])=[CH:9][CH:10]=2)[N:5]=[CH:4][C:3]=1[C:16]([O:18][CH2:19][CH3:20])=[O:17].[NH2:21][C:22]1[CH:30]=[CH:29][C:25]([C:26]([OH:28])=[O:27])=[CH:24][CH:23]=1>O1CCCC1>[ClH:1].[CH2:19]([O:18][C:16]([C:3]1[CH:4]=[N:5][C:6]2[C:11]([C:2]=1[NH:21][C:22]1[CH:30]=[CH:29][C:25]([C:26]([OH:28])=[O:27])=[CH:24][CH:23]=1)=[CH:10][CH:9]=[C:8]([C:12]([F:15])([F:14])[F:13])[CH:7]=2)=[O:17])[CH3:20] |f:3.4|. Reported procedure: A mixture of ethyl 4-chloro-7-(trifluoromethyl)-3-quinoline-carboxylate (3.04 g) and 4-aminobenzoic acid (1.37 g) in tetrahydrofuran (53 ml) was stirred under reflux for 10 hours and cooled to room temperature. The precipitates were collected and washed with tetrahydrofuran to give 4-[[3-ethoxycarbonyl-7-(trifluoromethyl)-4-quinolyl]amino]benzoic acid hydrochloride (2.69 g) as yellow powder. Starting materials: CC(=O)Oc1ccc(CC2COCc3nc4cnc5ccccc5c4n32)cc1, O=C([O-])[O-], ClC(Cl)Cl, [Na+], [Na+], O=C(OO)c1cccc(Cl)c1. The product is CC(=O)Oc1ccc(CC2COCc3nc4c[n+]([O-])c5ccccc5c4n32)cc1. Reaction SMILES: [C:1]([CH3:2])(=[O:3])[O:4][c:5]1[cH:6][cH:7][c:8]([CH2:11][CH:12]2[CH2:13][O:14][CH2:15][c:16]3[n:17]2[c:18]2[c:19]([cH:20][n:21][c:22]4[cH:23][cH:24][cH:25][cH:26][c:27]24)[n:28]3)[cH:9][cH:10]1.[C:40](=[O:41])([O-:42])[O-:43].[Cl:46][CH:47]([Cl:48])[Cl:49].[Na+:44].[Na+:45].[OH:29][O:30][C:31]([c:32]1[cH:33][c:34]([Cl:35])[cH:36][cH:37][cH:38]1)=[O:39]>>[C:1]([CH3:2])(=[O:3])[O:4][c:5]1[cH:6][cH:7][c:8]([CH2:11][CH:12]2[CH2:13][O:14][CH2:15][c:16]3[n:17]2[c:18]2[c:19]([cH:20][n+:21]([O-:29])[c:22]4[cH:23][cH:24][cH:25][cH:26][c:27]24)[n:28]3)[cH:9][cH:10]1. The product is FC(OC1=CC2=C(SC(=C2)C#N)C=C1OC)F (5-difluoromethyloxy-6-methoxy-benzo[b]thiophene-2-carbonitrile). Conditions: temperature 40 celsius. As a reaction SMILES: [OH:1][C:2]1[C:12]([O:13][CH3:14])=[CH:11][C:5]2[S:6][C:7]([C:9]#[N:10])=[CH:8][C:4]=2[CH:3]=1.C(=O)([O-])[O-].[K+].[K+].CN(C)C=O.Cl[CH:27]([F:29])[F:28]>O>[F:28][CH:27]([F:29])[O:1][C:2]1[C:12]([O:13][CH3:14])=[CH:11][C:5]2[S:6][C:7]([C:9]#[N:10])=[CH:8][C:4]=2[CH:3]=1 |f:1.2.3|. Reactants: ClC(F)F (chlorodifluoromethane), OC1=CC2=C(SC(=C2)C#N)C=C1OC (5-hydroxy-6-methoxy-benzo[b]thiophene-2-carbonitrile), C([O-])([O-])=O.[K+].[K+] (potassium carbonate), resultant precipitate, CN(C=O)C (dimethylformamide). Procedure details: A mixture of 5-hydroxy-6-methoxy-benzo[b]thiophene-2-carbonitrile (10.30 g) and anhydrous potassium carbonate (7.63 g) was treated with a solution of dry dimethylformamide (110 ml) which has been previously saturated with chlorodifluoromethane gas. The mixture was then sealed in an autoclave, stirred, and heated to 40° C. After 3 days the reaction mixture was cooled and poured into water (700 ml). The resultant precipitate was iiltered off, dried, and extracted with hot dichloromethane (300 ml).... Solvent: O (water). Reactants: Cl.N[C@H](C(=O)OC)C ((S)-methyl 2-aminopropanoate hydrochloride), CCN(C(C)C)C(C)C (iPr2NEt), ClC1=NC(=NC(=C1)C1=CC=C(C=C1)OC1=CC=C(C=C1)F)C(=O)OC (methyl 4-chloro-6-(4-(4-fluorophenoxy)phenyl)pyrimidine-2-carboxylate). The solvent is C(C)#N (acetonitrile). Run at temperature 80 celsius. Product: FC1=CC=C(OC2=CC=C(C=C2)C2=NC(=NC(=C2)N[C@H](C(=O)OC)C)C(=O)OC)C=C1 ((S)-methyl 4-(4-(4-fluorophenoxy)phenyl)-6-((1-methoxy-1-oxopropan-2-yl)amino)pyrimidine-2-carboxylate). The yield is 56.5%. As a reaction SMILES: Cl[C:2]1[CH:7]=[C:6]([C:8]2[CH:13]=[CH:12][C:11]([O:14][C:15]3[CH:20]=[CH:19][C:18]([F:21])=[CH:17][CH:16]=3)=[CH:10][CH:9]=2)[N:5]=[C:4]([C:22]([O:24][CH3:25])=[O:23])[N:3]=1.Cl.[NH2:27][C@@H:28]([CH3:33])[C:29]([O:31][CH3:32])=[O:30].CCN(C(C)C)C(C)C>C(#N)C>[F:21][C:18]1[CH:19]=[CH:20][C:15]([O:14][C:11]2[CH:12]=[CH:13][C:8]([C:6]3[CH:7]=[C:2]([NH:27][C@@H:28]([CH3:33])[C:29]([O:31][CH3:32])=[O:30])[N:3]=[C:4]([C:22]([O:24][CH3:25])=[O:23])[N:5]=3)=[CH:9][CH:10]=2)=[CH:16][CH:17]=1 |f:1.2|. Procedure details: To a suspension of methyl 4-chloro-6-(4-(4-fluorophenoxy)phenyl)pyrimidine-2-carboxylate (0.719 g, 2.00 mmol) in acetonitrile (10 mL) was added (S)-methyl 2-aminopropanoate hydrochloride (0.310 g, 2.22 mmol) and iPr2NEt (0.77 mL, 4.4 mmol). The mixture was heated at 50° C. for 2 h than 80° C. for 6 days. The mixture was evaporated in vacuo and the residue chromatographed over silica gel with 20-60% EtOAc/hexanes. The product fractions were evaporated in vacuo to give (S)-methyl 4-(4-(4-fluorophe...